This data is from the Open Reaction Database (ORD), a public repository of structured organic reaction records. The task is: describe an organic reaction: reactants, conditions, products, and yield Starting materials: CCO, Cl, NO, N#Cc1ccc(N)nc1, [Na+], [Na+], O=C([O-])[O-], O. Yields the product NC(=O)c1ccc(N)nc1. Reaction SMILES: [CH3:20][CH2:21][OH:22].[ClH:10].[NH2:11][OH:12].[NH2:1][c:2]1[n:3][cH:4][c:5]([C:8]#[N:9])[cH:6][cH:7]1.[Na+:13].[Na+:14].[O-:15][C:16](=[O:17])[O-:18].[OH2:19]>>[NH2:1][c:2]1[n:3][cH:4][c:5]([C:8]([NH2:9])=[O:15])[cH:6][cH:7]1. Starting materials: methyl ester, Cl.COC([C@@H](N)CC1=CC(=C(C=C1)F)Br)=O (3-bromo-4-fluoro-L-phenylalanine methyl ester hydrochloride), ClC1=CC(=C(C(=O)O)C=C1Cl)NS(=O)(=O)C=1C=2N=CC=NC2C=CC1 (4,5-dichloro-2-(quinoxaline-5-sulfonylamino)-benzoic acid), N1=CC=NC=2C(=CC=CC12)S(=O)(=O)Cl (quinoxaline-5-sulfonyl chloride). Yields the product BrC=1C=C(C=CC1F)C[C@@H](C(=O)O)NC(C1=C(C=C(C(=C1)Cl)Cl)NS(=O)(=O)C=1C=2N=CC=NC2C=CC1)=O ((S)-3-(3-Bromo-4-fluoro-phenyl)-2-[4,5-dichloro-2-(quinoxaline-5-sulfonylamino)-benzoylamino]-propionic acid). RXN SMILES: Cl.C[O:3][C:4](=[O:16])[C@H:5]([CH2:7][C:8]1[CH:13]=[CH:12][C:11]([F:14])=[C:10]([Br:15])[CH:9]=1)[NH2:6].[Cl:17][C:18]1[C:26]([Cl:27])=[CH:25][C:21]([C:22](O)=[O:23])=[C:20]([NH:28][S:29]([C:32]2[C:33]3[N:34]=[CH:35][CH:36]=[N:37][C:38]=3[CH:39]=[CH:40][CH:41]=2)(=[O:31])=[O:30])[CH:19]=1.N1C2C=CC=C(S(Cl)(=O)=O)C=2N=CC=1>>[Br:15][C:10]1[CH:9]=[C:8]([CH2:7][C@H:5]([NH:6][C:22](=[O:23])[C:21]2[CH:25]=[C:26]([Cl:27])[C:18]([Cl:17])=[CH:19][C:20]=2[NH:28][S:29]([C:32]2[C:33]3[N:34]=[CH:35][CH:36]=[N:37][C:38]=3[CH:39]=[CH:40][CH:41]=2)(=[O:31])=[O:30])[C:4]([OH:3])=[O:16])[CH:13]=[CH:12][C:11]=1[F:14] |f:0.1|. Procedure: The title compound was prepared from 3-bromo-4-fluoro-L-phenylalanine methyl ester hydrochloride and 4,5-dichloro-2-(quinoxaline-5-sulfonylamino)-benzoic acid (prepared from quinoxaline-5-sulfonyl chloride as in EXAMPLE 14, Part A) as in Example 1, Part C, followed by hydrolysis of the resulting methyl ester as in Example 2, Part E. HPLC: RT=9.91 min. MS (ESI−): mass calcd. for C24H16BrCl2FN4O5S, 642.28; m/z found, 639/641/643 [M−H]−. 1H NMR (400 MHz, acetone-d6): 11.49 (s, 1H), 9.00-8.93 (m, 2H... Reactants: C(C)N1N=CC(=C1)C1=CN=C2C(=N1)C(=CN2COCC[Si](C)(C)C)C(=O)O (2-(1-ethyl-1H-pyrazol-4-yl)-5-((2-(trimethylsilyl)ethoxy)methyl)-5H-pyrrolo[3,2-b]pyrazine-7-carboxylic acid), FC(C(=O)O)(F)F.CC1(CNC1)O (3-methyl-azetidin-3-ol trifluoroacetate), C(=O)(OC(C)(C)C)N[C@H](C(C)(C)C)C(=O)O (Boc-D-tert-leucine), FC(C(=O)O)(F)F (Trifluoroacetic acid), N1CCCC1 (pyrrolidine), CC(C)(C)OC(=O)N[C@H](C1CC1)C(=O)O (Boc-D-cyclopropyl glycine), C1(CC1)C=1N=C2C(=NC1)N(C=C2C(=O)O)COCC[Si](C)(C)C (2-cyclopropyl-5-(2-trimethylsilanyl-ethoxymethyl)-5H-pyrrolo[2,3-b]pyrazine-7-carboxylic acid). Product: C1(CC1)[C@H](C(=O)N1CC(C1)(C)O)NC(=O)C1=CNC2=NC=C(N=C21)C=2C=NN(C2)CC (2-(1-Ethyl-1H-pyrazol-4-yl)-5H-pyrrolo[2,3-b]pyrazine-7-carboxylic acid [(R)-1-cyclopropyl-2-(3-hydroxy-3-methyl-azetidin-1-yl)-2-oxo-ethyl]-amide). RXN SMILES: F[C:2](F)(F)[C:3]([OH:5])=O.[CH3:8][C:9]1([OH:13])[CH2:12][NH:11][CH2:10]1.N1CCCC1.CC(OC([NH:26][C@@H:27]([C:31]([OH:33])=O)[CH:28]1[CH2:30][CH2:29]1)=O)(C)C.C(N[C@@H](C(O)=O)C(C)(C)C)(OC(C)(C)C)=O.[CH2:50]([N:52]1[CH:56]=[C:55]([C:57]2[N:62]=[C:61]3C(C(O)=O)=[CH:64][N:65](COCC[Si](C)(C)C)[C:60]3=[N:59][CH:58]=2)[CH:54]=[N:53]1)[CH3:51].C1(C2N=C3C(C(O)=O)=CN(COCC[Si](C)(C)C)C3=NC=2)CC1.FC(F)(F)C(O)=O>>[CH:28]1([C@@H:27]([NH:26][C:3]([C:2]2[C:61]3[C:60](=[N:59][CH:58]=[C:57]([C:55]4[CH:54]=[N:53][N:52]([CH2:50][CH3:51])[CH:56]=4)[N:62]=3)[NH:65][CH:64]=2)=[O:5])[C:31]([N:11]2[CH2:12][C:9]([OH:13])([CH3:8])[CH2:10]2)=[O:33])[CH2:29][CH2:30]1 |f:0.1|. Procedure: Prepared according to the procedure outlined in Example 1 substituting 3-methyl-azetidin-3-ol trifluoroacetate for pyrrolidine, Boc-D-cyclopropyl glycine for Boc-D-tert-leucine, and 2-(1-ethyl-1H-pyrazol-4-yl)-5-((2-(trimethylsilyl)ethoxy)methyl)-5H-pyrrolo[3,2-b]pyrazine-7-carboxylic acid for 2-cyclopropyl-5-(2-trimethylsilanyl-ethoxymethyl)-5H-pyrrolo[2,3-b]pyrazine-7-carboxylic acid. Trifluoroacetic acid was used instead of hydrochloric acid for all N-Boc deprotection steps. MS: (M+H)+=424.